From a dataset of the Open Reaction Database (ORD), a public repository of structured organic reaction records. describe an organic reaction: reactants, conditions, products, and yield The reactants are [Al+3], CC(C)C(=O)Cl, Cc1ccccc1, [Cl-], [Cl-], [Cl-], C[N+](=O)[O-]. Yields the product Cc1ccc(C(=O)C(C)C)cc1. Reaction SMILES: [Al+3:2].[C:5]([CH:6]([CH3:7])[CH3:8])(=[O:9])[Cl:10].[CH3:11][c:12]1[cH:13][cH:14][cH:15][cH:16][cH:17]1.[Cl-:1].[Cl-:3].[Cl-:4].[N+:18]([CH3:19])([O-:20])=[O:21]>>[C:5]([CH:6]([CH3:7])[CH3:8])(=[O:9])[c:15]1[cH:14][cH:13][c:12]([CH3:11])[cH:17][cH:16]1. Starting materials: Intermediate 213, FC(C(=O)O)(F)F.C[C@H](CCC)OC=1NC(=C2N=C(N=C2N1)OC)N (2-{[(1R)-1-methylbutyl]oxy}-8-(methyloxy)-1H-purin-6-amine trifluoroacetate), BrCCC1COCCC1 (3-(2-bromoethyl)tetrahydro-2H-pyran). Product: C[C@H](CCC)OC1=NC(=C2N=C(N(C2=N1)CCC1COCCC1)OC)N (2-{[(1R)-1-Methylbutyl]oxy}-8-(methyloxy)-9-[2-(tetrahydro-2H-Pyran-3-yl)ethyl]-9H-purin-6-amine). Reaction SMILES: FC(F)(F)C(O)=O.[CH3:8][C@@H:9]([O:13][C:14]1[NH:15][C:16]([NH2:25])=[C:17]2[C:21]([N:22]=1)=[N:20][C:19]([O:23][CH3:24])=[N:18]2)[CH2:10][CH2:11][CH3:12].Br[CH2:27][CH2:28][CH:29]1[CH2:34][CH2:33][CH2:32][O:31][CH2:30]1>>[CH3:8][C@@H:9]([O:13][C:14]1[N:22]=[C:21]2[C:17]([N:18]=[C:19]([O:23][CH3:24])[N:20]2[CH2:27][CH2:28][CH:29]2[CH2:34][CH2:33][CH2:32][O:31][CH2:30]2)=[C:16]([NH2:25])[N:15]=1)[CH2:10][CH2:11][CH3:12] |f:0.1|. Procedure details: Prepared similarly to Intermediate 213 from 2-{[(1R)-1-methylbutyl]oxy}-8-(methyloxy)-1H-purin-6-amine trifluoroacetate and 3-(2-bromoethyl)tetrahydro-2H-pyran.